Dataset: the Open Reaction Database (ORD), a public repository of structured organic reaction records. Task: describe an organic reaction: reactants, conditions, products, and yield Starting materials: COC(CCNC(C1=CC=C(C=C1)\C=C/C(CCC(F)(F)F)C=1C=NC(=CC1)C1=CC=C(C=C1)C(F)(F)F)=O)=O (Cis-3-(4-{6,6,6-Trifluoro-3-[6-(4-trifluoromethyl-phenyl)-pyridin-3-yl]-hex-1-enyl}-benzoylamino)-propionic acid methyl ester), [OH-].[Na+] (NaOH), Cl (HCl). Run in C1CCOC1 (THF). The product is FC(CCC(\C=C/C1=CC=C(C(=O)NCCC(=O)O)C=C1)C=1C=NC(=CC1)C1=CC=C(C=C1)C(F)(F)F)(F)F (Cis-3-(4-{6,6,6-Trifluoro-3-[6-(4-trifluoromethyl-phenyl)-pyridin-3-yl]-hex-1-enyl}-benzoylamino)-propionic acid). As a reaction SMILES: C[O:2][C:3](=[O:40])[CH2:4][CH2:5][NH:6][C:7](=[O:39])[C:8]1[CH:13]=[CH:12][C:11](/[CH:14]=[CH:15]\[CH:16]([C:23]2[CH:24]=[N:25][C:26]([C:29]3[CH:34]=[CH:33][C:32]([C:35]([F:38])([F:37])[F:36])=[CH:31][CH:30]=3)=[CH:27][CH:28]=2)[CH2:17][CH2:18][C:19]([F:22])([F:21])[F:20])=[CH:10][CH:9]=1.[OH-].[Na+].Cl>C1COCC1>[F:22][C:19]([F:20])([F:21])[CH2:18][CH2:17][CH:16]([C:23]1[CH:24]=[N:25][C:26]([C:29]2[CH:30]=[CH:31][C:32]([C:35]([F:36])([F:37])[F:38])=[CH:33][CH:34]=2)=[CH:27][CH:28]=1)/[CH:15]=[CH:14]\[C:11]1[CH:10]=[CH:9][C:8]([C:7]([NH:6][CH2:5][CH2:4][C:3]([OH:40])=[O:2])=[O:39])=[CH:13][CH:12]=1 |f:1.2|. Procedure details: Cis-3-(4-{6,6,6-Trifluoro-3-[6-(4-trifluoromethyl-phenyl)-pyridin-3-yl]-hex-1-enyl}-benzoylamino)-propionic acid methyl ester (50 mg) is taken into THF (1.0 mL) and treated with NaOH (1.0 mL, 5.0 N), then refluxed under nitrogen. The reaction mixture is neutralized with HCl (1.0 mL, 5.0 N), extracted with ethyl ether, dried over sodium sulfate. Concentration gives the title compound. MS (ES): 549.3 [M+H]−, the structure is also confirmed by proton NMR.